This data is from the Open Reaction Database (ORD), a public repository of structured organic reaction records. The task is: describe an organic reaction: reactants, conditions, products, and yield Reaction SMILES: [CH3:35][CH2:36][OH:37].[NH2:1][c:2]1[c:3]([F:28])[cH:4][c:5](-[c:8]2[o:9][c:10]3[c:11]([c:12](=[O:14])[cH:13]2)[c:15]([NH:21][CH2:22][CH2:23][CH:24]=[C:25]([CH3:26])[CH3:27])[c:16]([F:20])[cH:17][c:18]3[F:19])[cH:6][cH:7]1.[OH2:34].[S:29]([OH:30])(=[O:31])(=[O:32])[OH:33]>>[NH2:1][c:2]1[c:3]([F:28])[cH:4][c:5](-[c:8]2[o:9][c:10]3[c:11]([c:12](=[O:14])[cH:13]2)[c:15]([NH:21][CH2:22][CH2:23][CH2:24][C:25]([CH3:26])([CH3:27])[OH:30])[c:16]([F:20])[cH:17][c:18]3[F:19])[cH:6][cH:7]1. The reactants are CCO, CC(C)=CCCNc1c(F)cc(F)c2oc(-c3ccc(N)c(F)c3)cc(=O)c12, O, O=S(=O)(O)O. The product is CC(C)(O)CCCNc1c(F)cc(F)c2oc(-c3ccc(N)c(F)c3)cc(=O)c12. Starting materials: NC1=CC(=C(C(=O)OCC)C=C1)F (Ethyl 4-amino-2-fluorobenzoate), ClC1=CC=C(C=O)C=C1 (4-chlorobenzaldehyde). Run in alcohol. Yields the product ClC1=CC=C(CNC2=CC(=C(C(=O)OCC)C=C2)F)C=C1 (ethyl 4-(p-chlorobenzylamino)-2-fluorobenzoate). Reaction SMILES: [NH2:1][C:2]1[CH:12]=[CH:11][C:5]([C:6]([O:8][CH2:9][CH3:10])=[O:7])=[C:4]([F:13])[CH:3]=1.[Cl:14][C:15]1[CH:22]=[CH:21][C:18]([CH:19]=O)=[CH:17][CH:16]=1>>[Cl:14][C:15]1[CH:22]=[CH:21][C:18]([CH2:19][NH:1][C:2]2[CH:12]=[CH:11][C:5]([C:6]([O:8][CH2:9][CH3:10])=[O:7])=[C:4]([F:13])[CH:3]=2)=[CH:17][CH:16]=1. Reported procedure: Ethyl 4-amino-2-fluorobenzoate (17 g), 4-chlorobenzaldehyde (14 g), and 100 ml of absolute alcohol are heated on a steam bath for 10 minutes. Upon cooling, the mixture is filtered. The residue is dried and then dissolved in 200 ml of hot ethanol and 4 g of sodium borohydride is added in portions with stirring. The mixture is then heated under reflux, with stirring, for 3 hours, cooled, added to ice water and filtered to yield ethyl 4-(p-chlorobenzylamino)-2-fluorobenzoate as a solid. Reactants: C(C)(=O)O[BH-](OC(C)=O)OC(C)=O.[Na+] (sodium triacetoxyborohydride), COC(=O)CN1C(C2(CCNCC2)C2=CC=CC=C12)=O (1-(Methoxycarbonyl-methyl)-spiro[indoline-3,4′-piperidin]-2-one), C(C)(C)(C)C1CCC(CC1)C=O (4-tert-butyl-cyclohexanecarbaldehyde), C(C)(=O)O (acetic acid). The solvent is ClCCCl (1,2-dichloroethane). Yields the product CC(=O)OCN1C(C2(CCNCC2)C2=CC(=CC=C12)CC1CCC(CC1)C(C)(C)C)=O (1-(methylcarbonyloxy-methyl)-5-(4-t-butyl-cyclohexyl-methyl)-spiro[indoline-3,4′-piperidin]-2-one). As a reaction SMILES: COC([CH2:5][N:6]1[C:19]2[C:14](=[CH:15][CH:16]=[CH:17][CH:18]=2)[C:8]2([CH2:13][CH2:12][NH:11][CH2:10][CH2:9]2)[C:7]1=[O:20])=O.[C:21]([CH:25]1[CH2:30][CH2:29][CH:28]([CH:31]=O)[CH2:27][CH2:26]1)([CH3:24])([CH3:23])[CH3:22].[C:33]([OH:36])(=[O:35])[CH3:34].C(O[BH-](OC(=O)C)OC(=O)C)(=O)C.[Na+]>ClCCCl>[CH3:34][C:33]([O:36][CH2:5][N:6]1[C:19]2[C:14](=[CH:15][C:16]([CH2:31][CH:28]3[CH2:27][CH2:26][CH:25]([C:21]([CH3:22])([CH3:23])[CH3:24])[CH2:30][CH2:29]3)=[CH:17][CH:18]=2)[C:8]2([CH2:9][CH2:10][NH:11][CH2:12][CH2:13]2)[C:7]1=[O:20])=[O:35] |f:3.4|. Procedure details: 1-(Methoxycarbonyl-methyl)-spiro[indoline-3,4′-piperidin]-2-one (0.0137 g, 0.049 mmol) and 4-tert-butyl-cyclohexanecarbaldehyde (0.01 g, 0.06 mmol) were dissolved in dry 1,2-dichloroethane (1.5 mL). To the reaction mixture was then added glacial acetic acid (0.003 g, 0.049 mmol) under nitrogen atmosphere and the reaction mixture was stirred at room temperature for 30 minutes. To the reaction mixture was then added, at room temperature, sodium triacetoxyborohydride (0.018 g, 0.084 mmol) under nit... The reagents and catalysts are C=1C=CC(=CC1)/C=C/C(=O)/C=C/C2=CC=CC=C2.C=1C=CC(=CC1)/C=C/C(=O)/C=C/C2=CC=CC=C2.C=1C=CC(=CC1)/C=C/C(=O)/C=C/C2=CC=CC=C2.[Pd].[Pd] (tris(dibenzylideneacetone)dipalladium(0)). RXN SMILES: [NH:1]1[CH2:5][CH2:4][C@@H:3]2[CH2:6][N:7]([C:9]([O:11][C:12]([CH3:15])([CH3:14])[CH3:13])=[O:10])[CH2:8][C@H:2]12.Br[C:17]1[CH:18]=[N:19][CH:20]=[C:21]([CH:33]=1)[C:22]([NH:24][C:25]1[CH:30]=[C:29]([F:31])[CH:28]=[C:27]([F:32])[CH:26]=1)=[O:23].C1(P(C2C=CC=CC=2)C2C3OC4C(=CC=CC=4P(C4C=CC=CC=4)C4C=CC=CC=4)C(C)(C)C=3C=CC=2)C=CC=CC=1.C(=O)([O-])[O-].[Cs+].[Cs+]>O1CCOCC1.C1C=CC(/C=C/C(/C=C/C2C=CC=CC=2)=O)=CC=1.C1C=CC(/C=C/C(/C=C/C2C=CC=CC=2)=O)=CC=1.C1C=CC(/C=C/C(/C=C/C2C=CC=CC=2)=O)=CC=1.[Pd].[Pd]>[F:32][C:27]1[CH:26]=[C:25]([NH:24][C:22]([C:21]2[CH:33]=[C:17]([N:1]3[C@@H:2]4[C@@H:3]([CH2:6][N:7]([C:9]([O:11][C:12]([CH3:15])([CH3:14])[CH3:13])=[O:10])[CH2:8]4)[CH2:4][CH2:5]3)[CH:18]=[N:19][CH:20]=2)=[O:23])[CH:30]=[C:29]([F:31])[CH:28]=1 |f:3.4.5,7.8.9.10.11|. Procedure: A suspension of (3aR,6aR)-tert-butyl hexahydropyrrolo[3,4-b]pyrrole-5(1H)-carboxylate (85 mg, 0.40 mmol, prepared as described in WO2001081347), the product from Example 53A (97 mg, 0.37 mmol), tris(dibenzylideneacetone)dipalladium(0) (13.4 mg, 0.015 mmol), 4,5-bis(diphenylphosphino)-9,9-dimethylxanthene (25 mg, 0.044 mmol) and cesium carbonate (190 mg, 0.58 mmol) in anhydrous dioxane (4 mL) was heated at 90° C. for 18 hours. The reaction mixture was cooled and filtered through a glass frit. The... Reactants: N1[C@@H]2[C@H](CC1)CN(C2)C(=O)OC(C)(C)C ((3aR,6aR)-tert-butyl hexahydropyrrolo[3,4-b]pyrrole-5(1H)-carboxylate), BrC=1C=NC=C(C(=O)NC2=CC(=CC(=C2)F)F)C1 (5-bromo-N-(3,5-difluorophenyl)nicotinamide), C1(=CC=CC=C1)P(C1=CC=CC=2C(C3=CC=CC(=C3OC12)P(C1=CC=CC=C1)C1=CC=CC=C1)(C)C)C1=CC=CC=C1 (4,5-bis(diphenylphosphino)-9,9-dimethylxanthene), C([O-])([O-])=O.[Cs+].[Cs+] (cesium carbonate). Product: FC=1C=C(C=C(C1)F)NC(=O)C=1C=C(C=NC1)N1CC[C@@H]2CN(C[C@@H]21)C(=O)OC(C)(C)C ((3aR,6aR)-tert-butyl 1-(5-(3,5-difluorophenylcarbamoyl)pyridin-3-yl)hexahydropyrrolo[3,2-c]pyrrole-5(1H)-carboxylate). Solvent: O1CCOCC1 (dioxane).